From a dataset of the Open Reaction Database (ORD), a public repository of structured organic reaction records. describe an organic reaction: reactants, conditions, products, and yield Starting materials: C(#N)C=1C=CC2=C([C@H]([C@@H](C(O2)(C)C)O)N2C(CCC2)=O)C1 (trans-6-Cyano-3,4-dihydro-2,2-dimethyl-4-(2-oxopyrrolidinyl)-2H-1-benzopyran-3-ol), C(C)(=O)O (acetic acid), Cl (HCl), [H][H] (hydrogen). The reagents and catalysts are [Pd] (Pd/C). Solvent: C(C)O (ethanol). The product is NCC=1C=CC2=C([C@H]([C@@H](C(O2)(C)C)O)N2C(CCC2)=O)C1 (trans-6-Aminomethyl-3,4-dihydro-2,2-dimethyl-4-(2-oxopyrrolidinyl)-2H-1-benzopyran-3-ol). RXN SMILES: [C:1]([C:3]1[CH:4]=[CH:5][C:6]2[O:11][C:10]([CH3:13])([CH3:12])[C@@H:9]([OH:14])[C@H:8]([N:15]3[CH2:19][CH2:18][CH2:17][C:16]3=[O:20])[C:7]=2[CH:21]=1)#[N:2].C(O)(=O)C.Cl.[H][H]>C(O)C.[Pd]>[NH2:2][CH2:1][C:3]1[CH:4]=[CH:5][C:6]2[O:11][C:10]([CH3:12])([CH3:13])[C@@H:9]([OH:14])[C@H:8]([N:15]3[CH2:19][CH2:18][CH2:17][C:16]3=[O:20])[C:7]=2[CH:21]=1. Procedure: trans-6-Cyano-3,4-dihydro-2,2-dimethyl-4-(2-oxopyrrolidinyl)-2H-1-benzopyran-3-ol (5 g, prepared as described in J. Med. Chem. 29, 2194 (1986)), in ethanol (375 ml) and glacial acetic acid (75 ml) containing concentrated HCl (5 ml) was shaken in the presence of 10% Pd/C (1 g) in an atmosphere of hydrogen for 4 h. The catalyst was filtered off and the solution neutralised with 10% aqueous NaOH solution, and the solution evaporated to dryness. Acid-base extraction, and drying of a dichloromethane ... Starting materials: C(C1=CC=CC=C1)OC1=C(C=C2C(=CC(=NC2=C1)C)Cl)Br (7-benzyloxy-6-bromo-4-chloro-2-methyl-quinoline), N1CCCC1 (pyrrolidine). Product: C(C1=CC=CC=C1)OC1=C(C=C2C(=CC(=NC2=C1)C)N1CCCC1)Br (7-Benzyloxy-6-bromo-2-methyl-4-pyrrolidin-1-yl-quinoline). Isolated yield 62.9%. RXN SMILES: [CH2:1]([O:8][C:9]1[CH:18]=[C:17]2[C:12]([C:13](Cl)=[CH:14][C:15]([CH3:19])=[N:16]2)=[CH:11][C:10]=1[Br:21])[C:2]1[CH:7]=[CH:6][CH:5]=[CH:4][CH:3]=1.[NH:22]1[CH2:26][CH2:25][CH2:24][CH2:23]1>>[CH2:1]([O:8][C:9]1[CH:18]=[C:17]2[C:12]([C:13]([N:22]3[CH2:26][CH2:25][CH2:24][CH2:23]3)=[CH:14][C:15]([CH3:19])=[N:16]2)=[CH:11][C:10]=1[Br:21])[C:2]1[CH:7]=[CH:6][CH:5]=[CH:4][CH:3]=1. Procedure details: A mixture of 7-benzyloxy-6-bromo-4-chloro-2-methyl-quinoline (10.0 g, 27.6 mmol) and pyrrolidine (47 mL, 0.562 mol) was refluxed during 3h. The mixture was cooled down and the pyrrolidine was evaporated under high vacuum. The residue was taken up in dichloromethane, washed with water and brine, dried over sodium sulfate, filtered and the solvents were evaporated under vacuum. 6.9 g of the title compound were obtained. Brown solid, ISP-MS: m/e=399.2 ([M+H]+).